Task: describe an organic reaction: reactants, conditions, products, and yield. Dataset: the Open Reaction Database (ORD), a public repository of structured organic reaction records Reactants: C(=O)=O (carbon dioxide), NC1=C(C(=O)NC(C)C)C=CC=N1 (2-amino-N-isopropylnicotinamide), C(=O)(Cl)Cl (phosgene). Yields the product C(C)(C)N1C(NC2=C(C1=O)C=CC=N2)=O (3-isopropyl pyrido[2,3-d]pyrimidine-2,4 (1H,3H)-dione). RXN SMILES: [C:1](=[O:3])=O.[NH2:4][C:5]1[N:16]=[CH:15][CH:14]=[CH:13][C:6]=1[C:7]([NH:9][CH:10]([CH3:12])[CH3:11])=[O:8].C(Cl)(Cl)=O>>[CH:10]([N:9]1[C:7](=[O:8])[C:6]2[CH:13]=[CH:14][CH:15]=[N:16][C:5]=2[NH:4][C:1]1=[O:3])([CH3:12])[CH3:11]. Procedure: In addition to being useful as discussed above, acid anhydrides produced by the method of the invention are useful as intermediates for the production of pyrimidine diones which can be used as herbicides. For example, 3-azaisatoic anhydride can be dissolved in dimethylformamide and reacted with a substantially stoiciometric amount of isopropyl amine to produce 2-amino-N-isopropylnicotinamide. The reaction is conveniently conducted at a temperature of about 45°-50° until carbon dioxide evolution ...